Dataset: the Open Reaction Database (ORD), a public repository of structured organic reaction records. Task: describe an organic reaction: reactants, conditions, products, and yield Reactants: COC(C(C)(C)SC=1SC=C(N1)CCOC1=CC=C(C=C1)I)=O (2-({4-[2-(4-iodophenoxy)ethyl]-1,3-thiazol-2-yl}thio)-2-methylpropionic acid methyl ester), C(#C)C1=CC=CC=C1 (ethynylbenzene), O (water). The reagents and catalysts are Cl[Pd]([P](C1=CC=CC=C1)(C2=CC=CC=C2)C3=CC=CC=C3)([P](C4=CC=CC=C4)(C5=CC=CC=C5)C6=CC=CC=C6)Cl (dichlorobis(triphenylphosphine)palladium), [Cu]I (copper(I) iodide). The solvent is C(C)N(CC)CC (triethylamine), CN(C=O)C (N,N-dimethylformamide). Conditions: temperature 60 celsius, time 1 hour. Yields the product COC(C(C)(SC=1SC=C(N1)CCOC1=CC=C(C=C1)C#CC1=CC=CC=C1)C)=O (2-methyl-2-[(4-{2-[4-(phenylethynyl)phenoxy]ethyl}-1,3-thiazol-2-yl)thio]propionic acid methyl ester). Isolated yield 70.6%. As a reaction SMILES: [CH3:1][O:2][C:3](=[O:23])[C:4]([S:7][C:8]1[S:9][CH:10]=[C:11]([CH2:13][CH2:14][O:15][C:16]2[CH:21]=[CH:20][C:19](I)=[CH:18][CH:17]=2)[N:12]=1)([CH3:6])[CH3:5].[C:24]([C:26]1[CH:31]=[CH:30][CH:29]=[CH:28][CH:27]=1)#[CH:25].O>CN(C)C=O.C(N(CC)CC)C.Cl[Pd](Cl)([P](C1C=CC=CC=1)(C1C=CC=CC=1)C1C=CC=CC=1)[P](C1C=CC=CC=1)(C1C=CC=CC=1)C1C=CC=CC=1.[Cu]I>[CH3:1][O:2][C:3](=[O:23])[C:4]([CH3:6])([S:7][C:8]1[S:9][CH:10]=[C:11]([CH2:13][CH2:14][O:15][C:16]2[CH:21]=[CH:20][C:19]([C:25]#[C:24][C:26]3[CH:31]=[CH:30][CH:29]=[CH:28][CH:27]=3)=[CH:18][CH:17]=2)[N:12]=1)[CH3:5] |^1:47,66|. Reported procedure: Under nitrogen atmosphere, 2-({4-[2-(4-iodophenoxy)ethyl]-1,3-thiazol-2-yl}thio)-2-methylpropionic acid methyl ester (600 mg) synthesized in Example 144-2 and ethynylbenzene (145 mg) were dissolved in N,N-dimethylformamide (2 mL) and triethylamine (6 mL), dichlorobis(triphenylphosphine)palladium (10 mg) and copper(I) iodide (5 mg) were added, and the mixture was stirred at 60° C. for 1 hr. The reaction mixture was cooled, water was added thereto, and the mixture was extracted with ethyl acetate.... The reactants are CNS(=O)(=O)c1cnc(Br)cn1, O=C([O-])[O-], CC#N, CCOC(C)=O, [K+], [K+], O, COCC(C)Oc1cc(O)cc(-c2ccc(C3=NCC(CO)O3)[nH]2)c1. Product: CNS(=O)(=O)c1cnc(Oc2cc(OC(C)COC)cc(-c3ccc(C4=NCC(CO)O4)[nH]3)c2)cn1. RXN SMILES: [Br:1][c:2]1[n:3][cH:4][c:5]([S:8](=[O:9])(=[O:10])[NH:11][CH3:12])[n:6][cH:7]1.[C:38](=[O:39])([O-:40])[O-:41].[CH3:45][C:46]#[N:47].[CH3:48][CH2:49][O:50][C:51](=[O:52])[CH3:53].[K+:42].[K+:43].[OH2:44].[OH:13][CH2:14][CH:15]1[CH2:16][N:17]=[C:18]([c:20]2[cH:21][cH:22][c:23](-[c:25]3[cH:26][c:27]([OH:37])[cH:28][c:29]([O:31][CH:32]([CH2:33][O:34][CH3:35])[CH3:36])[cH:30]3)[nH:24]2)[O:19]1>>[c:2]1([O:37][c:27]2[cH:26][c:25](-[c:23]3[cH:22][cH:21][c:20]([C:18]4=[N:17][CH2:16][CH:15]([CH2:14][OH:13])[O:19]4)[nH:24]3)[cH:30][c:29]([O:31][CH:32]([CH2:33][O:34][CH3:35])[CH3:36])[cH:28]2)[n:3][cH:4][c:5]([S:8](=[O:9])(=[O:10])[NH:11][CH3:12])[n:6][cH:7]1. Reactants: ClC=1N=CC2=C(N(CC(C(N2C)=O)C)CCC(C)C)N1 ((rac)-2-chloro-5,7-dimethyl-9-(3-methyl-butyl)-5,7,8,9-tetrahydro-pyrimido[4,5-b][1,4]diazepin-6-one), NC1=C(C=C(C(=O)NC2CCN(CC2)C)C=C1)OC (4-amino-3-methoxy-N-(1-methyl-piperidin-4-yl)-benzamide), O.C1(=CC=C(C=C1)S(=O)(=O)O)C (p-toluenesulfonic acid monohydrate). Run in CC(C)O (2-propanol). The product is CN1C2=C(N(CC(C1=O)C)CCC(C)C)N=C(N=C2)NC2=C(C=C(C(=O)NC1CCN(CC1)C)C=C2)OC ((rac)-4-[5,7-dimethyl-9-(3-methyl-butyl)-6-oxo-6,7,8,9-tetrahydro-5H-pyrimido[4,5-b][1,4]diazepin-2-ylamino]-3-methoxy-N-(1-methyl-piperidin-4-yl)-benzamide). Isolated yield 55.0%. RXN SMILES: Cl[C:2]1[N:3]=[CH:4][C:5]2[N:11]([CH3:12])[C:10](=[O:13])[CH:9]([CH3:14])[CH2:8][N:7]([CH2:15][CH2:16][CH:17]([CH3:19])[CH3:18])[C:6]=2[N:20]=1.[NH2:21][C:22]1[CH:37]=[CH:36][C:25]([C:26]([NH:28][CH:29]2[CH2:34][CH2:33][N:32]([CH3:35])[CH2:31][CH2:30]2)=[O:27])=[CH:24][C:23]=1[O:38][CH3:39].O.C1(C)C=CC(S(O)(=O)=O)=CC=1>CC(O)C>[CH3:12][N:11]1[C:10](=[O:13])[CH:9]([CH3:14])[CH2:8][N:7]([CH2:15][CH2:16][CH:17]([CH3:19])[CH3:18])[C:6]2[N:20]=[C:2]([NH:21][C:22]3[CH:37]=[CH:36][C:25]([C:26]([NH:28][CH:29]4[CH2:30][CH2:31][N:32]([CH3:35])[CH2:33][CH2:34]4)=[O:27])=[CH:24][C:23]=3[O:38][CH3:39])[N:3]=[CH:4][C:5]1=2 |f:2.3|. Procedure details: A solution of 0.05 g, (0.00017 mole) of (rac)-2-chloro-5,7-dimethyl-9-(3-methyl-butyl)-5,7,8,9-tetrahydro-pyrimido[4,5-b][1,4]diazepin-6-one (VII-27), 0.044 g, (0.00017 mole) of 4-amino-3-methoxy-N-(1-methyl-piperidin-4-yl)-benzamide, 0.049 g, (0.00026 mole) of p-toluenesulfonic acid monohydrate and 4 mL of 2-propanol was heated at 180 degree for 2 hours in a microwave reactor. The reaction mixture was concentrated under reduced pressure. The residue was diluted with dichloromethane and washed t...